From a dataset of the Open Reaction Database (ORD), a public repository of structured organic reaction records. describe an organic reaction: reactants, conditions, products, and yield Reactants: CCO, CC1=CC(=O)C(C)(c2ccccc2)O1, [Cl-], [Na+], O=Cc1ccccn1. The product is CC1(c2ccccc2)OC(C=Cc2ccccn2)=CC1=O. As a reaction SMILES: [CH3:25][CH2:26][OH:27].[CH3:9][C:10]1([c:17]2[cH:18][cH:19][cH:20][cH:21][cH:22]2)[O:11][C:12]([CH3:16])=[CH:13][C:14]1=[O:15].[Cl-:24].[Na+:23].[n:1]1[c:2]([CH:7]=[O:8])[cH:3][cH:4][cH:5][cH:6]1>>[n:1]1[c:2]([CH:7]=[CH:16][C:12]2=[CH:13][C:14](=[O:15])[C:10]([CH3:9])([c:17]3[cH:18][cH:19][cH:20][cH:21][cH:22]3)[O:11]2)[cH:3][cH:4][cH:5][cH:6]1. Reactants: Cl (HCl), COC(=O)[C@H]1N(CC1)C(=O)C1=NN(C(=C1)C)C ((2S)-methyl-1-[(1,5-dimethylpyrazol-3-yl)carbonyl]azetidine-2-carboxylate), [Li+].[OH-] (LiOH). Run in O (water), CO (methanol), O (water). Run at temperature 0 celsius, time 30 minute. Product: CN1N=C(C=C1C)C(=O)N1[C@@H](CC1)C(=O)O ((2S)-1-[(1,5-dimethylpyrazol-3-yl)carbonyl]azetidine-2-carboxylic acid). The yield is 84.0%. As a reaction SMILES: C[O:2][C:3]([C@@H:5]1[CH2:8][CH2:7][N:6]1[C:9]([C:11]1[CH:15]=[C:14]([CH3:16])[N:13]([CH3:17])[N:12]=1)=[O:10])=[O:4].[Li+].[OH-].Cl>CO.O>[CH3:17][N:13]1[C:14]([CH3:16])=[CH:15][C:11]([C:9]([N:6]2[CH2:7][CH2:8][C@H:5]2[C:3]([OH:4])=[O:2])=[O:10])=[N:12]1 |f:1.2|. Procedure: To a solution of (2S)-methyl-1-[(1,5-dimethylpyrazol-3-yl)carbonyl]azetidine-2-carboxylate (398.4 mg, 1.68 mmol) in methanol (12 mL) was added 1N LiOH in water (3.1 mL) at about 0° C. The mixture was stirred under argon at about 0° C. for about 30 minutes and then at about room temperature overnight. The pH was adjusted to about pH 1 by adding 1 N HCl and then the mixture was diluted with water and extracted with dichloromethane. The organic layers were washed with brine, dried over sodium sulfa...